From a dataset of the Open Reaction Database (ORD), a public repository of structured organic reaction records. describe an organic reaction: reactants, conditions, products, and yield Reactants: ClC=1N=C(C2=C(N1)SC(=N2)CN2CCN(CC2)S(=O)(=O)C)N2CCOCC2 (5-Chloro-2-((4-methylsulfonylpiperazin-1-yl)methyl)-7-morpholinothiazolo[5,4-d]pyrimidine), C(C)#N (acetonitrile), 5-pyrimidine-2-amine boronic acid, C([O-])([O-])=O.[Na+].[Na+] (sodium carbonate). Reagents/catalysts: Cl[Pd]([P](C1=CC=CC=C1)(C2=CC=CC=C2)C3=CC=CC=C3)([P](C4=CC=CC=C4)(C5=CC=CC=C5)C6=CC=CC=C6)Cl (trans-dichlorobis(triphenylphosphine)palladium(II)). The product is CS(=O)(=O)N1CCN(CC1)CC=1SC=2N=C(N=C(C2N1)N1CCOCC1)C=1C=NC(=NC1)N (5-(2-((4-(methylsulfonyl)piperazin-1-yl)methyl)-7-morpholinothiazolo[5,4-d]pyrimidin-5-yl)pyrimidin-2-amine). Reaction SMILES: Cl[C:2]1[N:3]=[C:4]([N:22]2[CH2:27][CH2:26][O:25][CH2:24][CH2:23]2)[C:5]2[N:10]=[C:9]([CH2:11][N:12]3[CH2:17][CH2:16][N:15]([S:18]([CH3:21])(=[O:20])=[O:19])[CH2:14][CH2:13]3)[S:8][C:6]=2[N:7]=1.C(=O)([O-])[O-].[Na+].[Na+].[C:34](#[N:36])[CH3:35]>Cl[Pd](Cl)([P](C1C=CC=CC=1)(C1C=CC=CC=1)C1C=CC=CC=1)[P](C1C=CC=CC=1)(C1C=CC=CC=1)C1C=CC=CC=1>[CH3:21][S:18]([N:15]1[CH2:16][CH2:17][N:12]([CH2:11][C:9]2[S:8][C:6]3[N:7]=[C:2]([C:35]4[CH:34]=[N:36][C:2]([NH2:7])=[N:3][CH:4]=4)[N:3]=[C:4]([N:22]4[CH2:27][CH2:26][O:25][CH2:24][CH2:23]4)[C:5]=3[N:10]=2)[CH2:13][CH2:14]1)(=[O:20])=[O:19] |f:1.2.3,^1:39,58|. Procedure: 5-Chloro-2-((4-methylsulfonylpiperazin-1-yl)methyl)-7-morpholinothiazolo[5,4-d]pyrimidine, 5-pyrimidine-2-amine boronic acid (1.2 eq), and trans-dichlorobis(triphenylphosphine)palladium(II) (0.1 eq) were slurried with equal parts 1M sodium carbonate (3 eq) and acetonitrile. The solution was microwaved at 130° C. for 8 minutes. The solvents were removed and the resulting residue was purified by reverse phase silica gel chromatography to give 122. Starting materials: C(=O)(O)[O-].[Na+] (NaHCO3), ClC1=C(C(=C(C=C1)CNC(=O)C=1NC=C(N1)C=O)F)OC1=CC(=CC(=C1)C#N)Cl (N-({4-chloro-3-[(3-chloro-5-cyanophenyl)oxy]-2-fluorophenyl}methyl)-4-formyl-1H-imidazole-2-carboxamide), N1CCOCC1 (morpholine), [BH-](OC(=O)C)(OC(=O)C)OC(=O)C.[Na+] (NaBH(OAc)3). Run in C(Cl)Cl (CH2Cl2). Product: ClC1=C(C(=C(C=C1)CNC(=O)C=1NC=C(N1)CN1CCOCC1)F)OC1=CC(=CC(=C1)C#N)Cl (N-({4-chloro-3-[(3-chloro-5-cyanophenyl)oxy]-2-fluorophenyl}methyl)-4-(4-morpholinylmethyl)-1H-imidazole-2-carboxamide). Yield: 10.8%. RXN SMILES: [Cl:1][C:2]1[CH:7]=[CH:6][C:5]([CH2:8][NH:9][C:10]([C:12]2[NH:13][CH:14]=[C:15]([CH:17]=O)[N:16]=2)=[O:11])=[C:4]([F:19])[C:3]=1[O:20][C:21]1[CH:26]=[C:25]([C:27]#[N:28])[CH:24]=[C:23]([Cl:29])[CH:22]=1.[NH:30]1[CH2:35][CH2:34][O:33][CH2:32][CH2:31]1.[BH-](OC(C)=O)(OC(C)=O)OC(C)=O.[Na+].C([O-])(O)=O.[Na+]>C(Cl)Cl>[Cl:1][C:2]1[CH:7]=[CH:6][C:5]([CH2:8][NH:9][C:10]([C:12]2[NH:13][CH:14]=[C:15]([CH2:17][N:30]3[CH2:35][CH2:34][O:33][CH2:32][CH2:31]3)[N:16]=2)=[O:11])=[C:4]([F:19])[C:3]=1[O:20][C:21]1[CH:26]=[C:25]([C:27]#[N:28])[CH:24]=[C:23]([Cl:29])[CH:22]=1 |f:2.3,4.5|. Procedure details: A solution of N-({4-chloro-3-[(3-chloro-5-cyanophenyl)oxy]-2-fluorophenyl}methyl)-4-formyl-1H-imidazole-2-carboxamide (0.11 mmol), morpholine (0.020 mL, 0.22 mmol), NaBH(OAc)3 (0.047 g, 0.22 mmol) in CH2Cl2 (1.5 mL) was stirred at RT overnight. Sat'd NaHCO3 was added and the solution was extracted with CH2Cl2. The organic phase was dried (Na2SO4), filtered, and purified by Reverse-Phase HPLC (water:acetonitrile with 0.1% TFA) and silica gel chromatography to afford the title compound (0.006 g, 1...